From a dataset of the Open Reaction Database (ORD), a public repository of structured organic reaction records. describe an organic reaction: reactants, conditions, products, and yield The reactants are COCCOCCBr, [H-], [Na+], CN(C)C=O, O, c1c[nH]cn1. Product: COCCOCCn1ccnc1. As a reaction SMILES: [Br:8][CH2:9][CH2:10][O:11][CH2:12][CH2:13][O:14][CH3:15].[H-:7].[Na+:6].[O:17]=[CH:18][N:19]([CH3:20])[CH3:21].[OH2:16].[nH:1]1[cH:2][n:3][cH:4][cH:5]1>>[n:1]1([CH2:9][CH2:10][O:11][CH2:12][CH2:13][O:14][CH3:15])[cH:2][n:3][cH:4][cH:5]1.